Dataset: the Open Reaction Database (ORD), a public repository of structured organic reaction records. Task: describe an organic reaction: reactants, conditions, products, and yield Starting materials: CC(C)(C)OC(=O)CC(CCCC1CCCCC1)c1nc(C(=O)N2CCC(c3ccncc3)CC2)no1, ClCCl, O=C(O)C(F)(F)F. Product: O=C(O)CC(CCCC1CCCCC1)c1nc(C(=O)N2CCC(c3ccncc3)CC2)no1. Reaction SMILES: [CH:1]1([CH2:7][CH2:8][CH2:9][CH:10]([CH2:11][C:12](=[O:13])[O:14][C:15]([CH3:16])([CH3:17])[CH3:18])[c:19]2[n:20][c:21]([C:24](=[O:25])[N:26]3[CH2:27][CH2:28][CH:29]([c:32]4[cH:33][cH:34][n:35][cH:36][cH:37]4)[CH2:30][CH2:31]3)[n:22][o:23]2)[CH2:2][CH2:3][CH2:4][CH2:5][CH2:6]1.[Cl:45][CH2:46][Cl:47].[OH:38][C:39]([C:40]([F:41])([F:42])[F:43])=[O:44]>>[CH:1]1([CH2:7][CH2:8][CH2:9][CH:10]([CH2:11][C:12](=[O:13])[OH:14])[c:19]2[n:20][c:21]([C:24](=[O:25])[N:26]3[CH2:27][CH2:28][CH:29]([c:32]4[cH:33][cH:34][n:35][cH:36][cH:37]4)[CH2:30][CH2:31]3)[n:22][o:23]2)[CH2:2][CH2:3][CH2:4][CH2:5][CH2:6]1. Product: C(C)(C)(C)OC(N(C)C1=NC=C(C=C1)C(=O)C1C(C2=C(N=C(S2)NC(C)=O)CC1C)=O)=O ([5-(2-Acetylamino-5-methyl-7-oxo-4,5,6,7-tetrahydro-benzothiazole-6-carbonyl)-pyridin-2-yl]-methyl-carbamic acid tert-butyl ester). Reaction SMILES: [C:1]([O:5][C:6](=[O:18])[N:7]([C:9]1[CH:14]=[CH:13][C:12]([C:15](Cl)=[O:16])=[CH:11][N:10]=1)[CH3:8])([CH3:4])([CH3:3])[CH3:2].[CH3:19][CH:20]1[CH2:32][C:24]2[N:25]=[C:26]([NH:28][C:29](=[O:31])[CH3:30])[S:27][C:23]=2[C:22](=[O:33])[CH2:21]1>>[C:1]([O:5][C:6](=[O:18])[N:7]([C:9]1[CH:14]=[CH:13][C:12]([C:15]([CH:21]2[CH:20]([CH3:19])[CH2:32][C:24]3[N:25]=[C:26]([NH:28][C:29](=[O:31])[CH3:30])[S:27][C:23]=3[C:22]2=[O:33])=[O:16])=[CH:11][N:10]=1)[CH3:8])([CH3:4])([CH3:3])[CH3:2]. Reactants: C(C)(C)(C)OC(N(C)C1=NC=C(C=C1)C(=O)Cl)=O ((5-chlorocarbonyl-pyridin-2-yl)-methyl-carbamic acid tert-butyl ester), CC1CC(C2=C(N=C(S2)NC(C)=O)C1)=O (N-(5-methyl-7-oxo-4,5,6,7-tetrahydro-benzothiazol-2-yl)-acetamide). Procedure details: A-13 is prepared via general procedure A1 starting from (5-chlorocarbonyl-pyridin-2-yl)-methyl-carbamic acid tert-butyl ester (A-10) (7.24 g, 26.8 mmol) and N-(5-methyl-7-oxo-4,5,6,7-tetrahydro-benzothiazol-2-yl)-acetamide (A-06) (5.00 g, 22.3 mmol). After evaporation of the solvent 7.72 g of A-13 is obtained that is used without further purification in the next step. The reactants are O=C1NC2=C(CCN1C1CCN(CC1)C(=O)O[C@H](CC1=CC(=C(C(=C1)C(F)(F)F)N)Cl)C(=O)O)C=CC=C2 ((R)-2-(4-amino-3-chloro-5-trifluoromethyl-phenyl)-1-carboxy-ethyl 4-(2-oxo-1,2,4,5-tetrahydro-1,3-benzodiazepin-3-yl)-piperidine-1-carboxylate), N1CCC(CC1)N1[C@@H](CCC1)C(=O)OC (methyl(S)-1-piperidin-4-yl-pyrrolidine-2-carboxylate). Yields the product O=C1NC2=C(CCN1C1CCN(CC1)C(=O)O[C@@H](C(=O)N1CCC(CC1)N1[C@@H](CCC1)C(=O)OC)CC1=CC(=C(C(=C1)C(F)(F)F)N)Cl)C=CC=C2 ((R)-1-(4-amino-3-chloro-5-trifluoromethyl-benzyl)-2-[4-((S)-2-methoxycarbonyl-pyrrolidin-1-yl)-piperidin-1-yl]-2-oxo-ethyl 4-(2-oxo-1,2,4,5-tetrahydro-1,3-benzodiazepin-3-yl)-piperidine-1-carboxylate). As a reaction SMILES: [O:1]=[C:2]1[N:8]([CH:9]2[CH2:14][CH2:13][N:12]([C:15]([O:17][C@@H:18]([C:32]([OH:34])=O)[CH2:19][C:20]3[CH:25]=[C:24]([C:26]([F:29])([F:28])[F:27])[C:23]([NH2:30])=[C:22]([Cl:31])[CH:21]=3)=[O:16])[CH2:11][CH2:10]2)[CH2:7][CH2:6][C:5]2[CH:35]=[CH:36][CH:37]=[CH:38][C:4]=2[NH:3]1.[NH:39]1[CH2:44][CH2:43][CH:42]([N:45]2[CH2:49][CH2:48][CH2:47][C@H:46]2[C:50]([O:52][CH3:53])=[O:51])[CH2:41][CH2:40]1>>[O:1]=[C:2]1[N:8]([CH:9]2[CH2:10][CH2:11][N:12]([C:15]([O:17][C@H:18]([CH2:19][C:20]3[CH:25]=[C:24]([C:26]([F:27])([F:29])[F:28])[C:23]([NH2:30])=[C:22]([Cl:31])[CH:21]=3)[C:32]([N:39]3[CH2:40][CH2:41][CH:42]([N:45]4[CH2:49][CH2:48][CH2:47][C@H:46]4[C:50]([O:52][CH3:53])=[O:51])[CH2:43][CH2:44]3)=[O:34])=[O:16])[CH2:13][CH2:14]2)[CH2:7][CH2:6][C:5]2[CH:35]=[CH:36][CH:37]=[CH:38][C:4]=2[NH:3]1. Reported procedure: Prepared analogously to Example 9 from 100 mg (0.18 mmol) (R)-2-(4-amino-3-chloro-5-trifluoromethyl-phenyl)-1-carboxy-ethyl 4-(2-oxo-1,2,4,5-tetrahydro-1,3-benzodiazepin-3-yl)-piperidine-1-carboxylate and 42 mg (0.20 mmol) methyl(S)-1-piperidin-4-yl-pyrrolidine-2-carboxylate. Reactants: CC(C)([O-])C.[K+] (potassium tert-butoxide), BrC1=C2CCCN(C2=CC=C1)C(=O)Cl (5-bromo-3,4-dihydroquinoline-1(2H)-carbonyl chloride), CC1=C(OCCO)C=CC=C1C (2-(2,3-dimethylphenoxy)ethanol), TEA. Solvent: C(Cl)Cl (DCM). Run at time 16 hour. The product is BrC1=C2CCCN(C2=CC=C1)C(=O)OCCOC1=C(C(=CC=C1)C)C (2-(2,3-Dimethylphenoxy)ethyl 5-bromo-3,4-dihydroquinoline-1(2H)-carboxylate). Isolated yield 69.3%. RXN SMILES: [Br:1][C:2]1[CH:11]=[CH:10][CH:9]=[C:8]2[C:3]=1[CH2:4][CH2:5][CH2:6][N:7]2[C:12](Cl)=[O:13].[CH3:15][C:16]1[C:25]([CH3:26])=[CH:24][CH:23]=[CH:22][C:17]=1[O:18][CH2:19][CH2:20][OH:21].CC(C)([O-])C.[K+]>C(Cl)Cl>[Br:1][C:2]1[CH:11]=[CH:10][CH:9]=[C:8]2[C:3]=1[CH2:4][CH2:5][CH2:6][N:7]2[C:12]([O:21][CH2:20][CH2:19][O:18][C:17]1[CH:22]=[CH:23][CH:24]=[C:25]([CH3:26])[C:16]=1[CH3:15])=[O:13] |f:2.3|. Procedure details: A mixture of 5-bromo-3,4-dihydroquinoline-1(2H)-carbonyl chloride (0.05 g, 0.182 mmol), 2-(2,3-dimethylphenoxy)ethanol (0.038 g, 0.228 mmol) and TEA (0.076 mL, 0.546 mmol) in DCM (1.5 mL) was stirred at room temperature for 16 h. To the mixture was then added potassium tert-butoxide (1 M in THF, 0.364 mL, 0.364 mmol) and the resulting mixture was stirred at room temperature for 24 h before being quenched with water. The organic layer was separated and the aqueous phase was extracted with DCM. Th...